describe an organic reaction: reactants, conditions, products, and yield From a dataset of the Open Reaction Database (ORD), a public repository of structured organic reaction records. The reactants are [Al+3], C1CCOC1, [H-], [H-], [H-], [H-], [Li+], O=C(NC1C2CC3CC1CC(O)(C3)C2)C1CC(F)(F)CN1. The product is OC12CC3CC(C1)C(NCC1CC(F)(F)CN1)C(C3)C2. RXN SMILES: [Al+3:2].[CH2:28]1[O:29][CH2:30][CH2:31][CH2:32]1.[H-:1].[H-:4].[H-:5].[H-:6].[Li+:3].[OH:7][C:8]12[CH2:9][CH:10]3[CH:11]([NH:18][C:19](=[O:20])[CH:21]4[NH:22][CH2:23][C:24]([F:26])([F:27])[CH2:25]4)[CH:12]([CH2:13][CH:14]([CH2:15]1)[CH2:16]3)[CH2:17]2>>[OH:7][C:8]12[CH2:9][CH:10]3[CH:11]([NH:18][CH2:19][CH:21]4[NH:22][CH2:23][C:24]([F:26])([F:27])[CH2:25]4)[CH:12]([CH2:13][CH:14]([CH2:15]1)[CH2:16]3)[CH2:17]2.